describe an organic reaction: reactants, conditions, products, and yield From a dataset of the Open Reaction Database (ORD), a public repository of structured organic reaction records. Starting materials: [N+](=O)(O)[O-] (nitric acid), S(O)(O)(=O)=O (sulfuric acid), FC1=C(C(=O)O)C(=CC=C1)C(F)(F)F (2-fluoro-6-trifluoromethyl-benzoic acid), O (water). Solvent: ClCCl (dichloromethane). Reaction conditions: temperature 0 celsius. Yields the product FC1=CC=C(C(=C1C(=O)O)C(F)(F)F)[N+](=O)[O-] (6-Fluoro-3-nitro-2-trifluoromethyl-benzoic acid). As a reaction SMILES: [N+:1]([O-:4])(O)=[O:2].S(=O)(=O)(O)O.[F:10][C:11]1[CH:19]=[CH:18][CH:17]=[C:16]([C:20]([F:23])([F:22])[F:21])[C:12]=1[C:13]([OH:15])=[O:14].O>ClCCl>[F:10][C:11]1[C:12]([C:13]([OH:15])=[O:14])=[C:16]([C:20]([F:21])([F:22])[F:23])[C:17]([N+:1]([O-:4])=[O:2])=[CH:18][CH:19]=1. Procedure: 1.05 ml (23.3 mmol) of concentrated nitric acid (65%), which also was precooled to 0° C., is instilled in a solution of 17.5 ml of concentrated sulfuric acid and 2.5 g (12.0 mmol) of 2-fluoro-6-trifluoromethyl-benzoic acid, cooled to 0° C. It is allowed to stir for one more hour at 0° C. and then overnight at room temperature. It is then poured in a mixture of ice, water and dichloromethane, the organic phase is separated and the aqueous phase is extracted with dichloromethane. The organic solut...